From a dataset of the Open Reaction Database (ORD), a public repository of structured organic reaction records. describe an organic reaction: reactants, conditions, products, and yield The reactants are FC1=CC=C(C=C1)C1=C(NC(=C1)C=1SC=CC1)C(=O)O (3-(4-fluorophenyl)-5-(2-thienyl)-1H-pyrrole-2-carboxylic acid), Cl.NCC=1C=CC(=NC1)C(=O)OC (methyl 5-(aminomethyl)pyridine-2-carboxylate hydrochloride). Yields the product FC1=CC=C(C=C1)C1=C(NC(=C1)C=1SC=CC1)C(=O)NCC=1C=CC(=NC1)C(=O)OC (methyl 5-[({[3-(4-fluorophenyl)-5-(2-thienyl)-1H-pyrrol-2-yl]carbonyl}amino)methyl]pyridine-2-carboxylate). The yield is 66.0%. As a reaction SMILES: [F:1][C:2]1[CH:7]=[CH:6][C:5]([C:8]2[CH:12]=[C:11]([C:13]3[S:14][CH:15]=[CH:16][CH:17]=3)[NH:10][C:9]=2[C:18]([OH:20])=O)=[CH:4][CH:3]=1.Cl.[NH2:22][CH2:23][C:24]1[CH:25]=[CH:26][C:27]([C:30]([O:32][CH3:33])=[O:31])=[N:28][CH:29]=1>>[F:1][C:2]1[CH:3]=[CH:4][C:5]([C:8]2[CH:12]=[C:11]([C:13]3[S:14][CH:15]=[CH:16][CH:17]=3)[NH:10][C:9]=2[C:18]([NH:22][CH2:23][C:24]2[CH:25]=[CH:26][C:27]([C:30]([O:32][CH3:33])=[O:31])=[N:28][CH:29]=2)=[O:20])=[CH:6][CH:7]=1 |f:1.2|. Procedure: This material was prepared using a method substantially similar to that of Example 5 from 3-(4-fluorophenyl)-5-(2-thienyl)-1H-pyrrole-2-carboxylic acid and methyl 5-(aminomethyl)pyridine-2-carboxylate hydrochloride, yielding the title compound. Methyl 5-[({[3-(4-fluorophenyl)-5-(2-thienyl)-1H-pyrrol-2-yl]carbonyl}amino)methyl]pyridine-2-carboxylate: Yield 66%; m.p. 174-175° C.; IR 3398, 3255, 1733, 1643, 1541, 1432, 1258, 1121 cm−1; 1H-NMR (500 MHz, δ ppm, CDCl3) 9.59 (sb, 1H), 8.56 (s, 1H), 8.0...